From a dataset of the Open Reaction Database (ORD), a public repository of structured organic reaction records. describe an organic reaction: reactants, conditions, products, and yield The reactants are C(C)(=O)O[C@@H](C=O)[C@@H](OC(C)=O)[C@@H](OC(C)=O)[C@H](OC(C)=O)COC(C)=O (galactose pentaacetate), OC1=CC=C(C=C1)S (4-hydroxy-thiophenol), C(=O)(O)[O-].[Na+] (NaHCO3). The solvent is C(Cl)Cl (methylene chloride). Run at temperature 0 celsius. Product: OC1=CC=C(C=C1)S[C@H]1[C@H](OC(C)=O)[C@@H](OC(C)=O)[C@@H](OC(C)=O)[C@H](O1)COC(C)=O (1-deoxy-1-(4-hydroxyphenylthio)-2,3,4,6-tetra-O-acetyl-β-D-galactopyranose). Isolated yield 100.5%. As a reaction SMILES: [C:1]([O:4][C@H:5]([C@H:8]([C@H:13]([C@@H:18]([CH2:23][O:24][C:25](=[O:27])[CH3:26])[O:19][C:20](=[O:22])[CH3:21])[O:14][C:15](=[O:17])[CH3:16])[O:9][C:10](=O)C)C=O)(=[O:3])[CH3:2].[OH:28][C:29]1[CH:34]=[CH:33][C:32]([SH:35])=[CH:31][CH:30]=1.C([O-])(O)=O.[Na+]>C(Cl)Cl>[OH:28][C:29]1[CH:34]=[CH:33][C:32]([S:35][C@@H:10]2[O:9][C@H:8]([CH2:5][O:4][C:1](=[O:3])[CH3:2])[C@H:13]([O:14][C:15](=[O:17])[CH3:16])[C@H:18]([O:19][C:20](=[O:22])[CH3:21])[C@H:23]2[O:24][C:25](=[O:27])[CH3:26])=[CH:31][CH:30]=1 |f:2.3|. Procedure details: To a solution of galactose pentaacetate (3.30 g, 8.50 mmol) and 4-hydroxy-thiophenol (1.40 g, 11.1 mmol) in 50 mL of methylene chloride at -78° C. is added boron trifluoride diethyl ether complex (2.10 mL, 17.1 mmol ). The solution is allowed to warm slowly to 0° C. and then stirred for an additional hour at 0° C. The mixture is poured into saturated aqueous NaHCO3 (200 mL) and extracted with CH2Cl2 (2×150 mL), dried over Na2SO4, concentrated, and purified by flash chromatography (50% EtOAc/hexa... Reactants: [BH4-], O=Cc1ccncc1Br, CO, [Na+]. Product: OCc1ccncc1Br. RXN SMILES: [BH4-:10].[Br:1][c:2]1[cH:3][n:4][cH:5][cH:6][c:7]1[CH:8]=[O:9].[CH3:12][OH:13].[Na+:11]>>[Br:1][c:2]1[cH:3][n:4][cH:5][cH:6][c:7]1[CH2:8][OH:9].